This data is from the Open Reaction Database (ORD), a public repository of structured organic reaction records. The task is: describe an organic reaction: reactants, conditions, products, and yield Product: Cl.N1(CCNCC1)CC(CC#N)N1N=CC(=C1)C=1C2=C(N=CN1)N(C=C2)COCC[Si](C)(C)C (4-piperazin-1-yl-3-[4-(7-{[2-(trimethylsilyl)ethoxy]methyl}-7H-pyrrolo[2,3-d]pyrimidin-4-yl)-1H-pyrazol-1-yl]butanenitrile hydrochloride). Procedure details: tert-Butyl 4-{3-cyano-2-[4-(7-{[2-(trimethylsilyl)ethoxy]methyl}-7H-pyrrolo[2,3-d]pyrimidin-4-yl)-1H-pyrazol-1-yl]propyl}piperazine-1-carboxylate (second peak from chiral purification, 0.70 g, 0.0012 mol) was stirred with 4.0 M of hydrogen chloride in p-dioxane (5.0 mL, 0.020 mol) at RT for 30 min. After evaporating to dryness, the resulting HCl salt was used directly in next step. LCMS calculated for C23H34N9OSi(M+H)+: m/z=467.3; Found: 467.0. Reaction SMILES: [C:1]([CH2:3][CH:4]([N:19]1[CH:23]=[C:22]([C:24]2[C:25]3[CH:32]=[CH:31][N:30]([CH2:33][O:34][CH2:35][CH2:36][Si:37]([CH3:40])([CH3:39])[CH3:38])[C:26]=3[N:27]=[CH:28][N:29]=2)[CH:21]=[N:20]1)[CH2:5][N:6]1[CH2:11][CH2:10][N:9](C(OC(C)(C)C)=O)[CH2:8][CH2:7]1)#[N:2].[ClH:41].O1CCOCC1>>[ClH:41].[N:6]1([CH2:5][CH:4]([N:19]2[CH:23]=[C:22]([C:24]3[C:25]4[CH:32]=[CH:31][N:30]([CH2:33][O:34][CH2:35][CH2:36][Si:37]([CH3:38])([CH3:40])[CH3:39])[C:26]=4[N:27]=[CH:28][N:29]=3)[CH:21]=[N:20]2)[CH2:3][C:1]#[N:2])[CH2:7][CH2:8][NH:9][CH2:10][CH2:11]1 |f:3.4|. Reactants: C(#N)CC(CN1CCN(CC1)C(=O)OC(C)(C)C)N1N=CC(=C1)C=1C2=C(N=CN1)N(C=C2)COCC[Si](C)(C)C (tert-Butyl 4-{3-cyano-2-[4-(7-{[2-(trimethylsilyl)ethoxy]methyl}-7H-pyrrolo[2,3-d]pyrimidin-4-yl)-1H-pyrazol-1-yl]propyl}piperazine-1-carboxylate), Cl (hydrogen chloride), O1CCOCC1 (p-dioxane).